Dataset: the Open Reaction Database (ORD), a public repository of structured organic reaction records. Task: describe an organic reaction: reactants, conditions, products, and yield Starting materials: COC(=O)C(Br)c1ccc(Oc2ccc(Cl)cc2)cc1, C[O-], CO, [I-], [K+], [Na+], Oc1cccc(Oc2cccc(Oc3ccccc3)c2)c1, O, c1ccccc1. Product: COC(=O)C(Oc1cccc(Oc2cccc(Oc3ccccc3)c2)c1)c1ccc(Oc2ccc(Cl)cc2)cc1. Reaction SMILES: [Br:27][CH:28]([C:29](=[O:30])[O:31][CH3:32])[c:33]1[cH:34][cH:35][c:36]([O:39][c:40]2[cH:41][cH:42][c:43]([Cl:46])[cH:44][cH:45]2)[cH:37][cH:38]1.[CH3:22][O-:23].[CH3:47][OH:48].[I-:26].[K+:25].[Na+:24].[O:1]([c:2]1[cH:3][cH:4][cH:5][cH:6][cH:7]1)[c:8]1[cH:9][c:10]([O:11][c:12]2[cH:13][c:14]([OH:18])[cH:15][cH:16][cH:17]2)[cH:19][cH:20][cH:21]1.[OH2:55].[cH:49]1[cH:50][cH:51][cH:52][cH:53][cH:54]1>>[O:1]([c:2]1[cH:3][cH:4][cH:5][cH:6][cH:7]1)[c:8]1[cH:9][c:10]([O:11][c:12]2[cH:13][c:14]([O:18][CH:28]([C:29](=[O:30])[O:31][CH3:32])[c:33]3[cH:34][cH:35][c:36]([O:39][c:40]4[cH:41][cH:42][c:43]([Cl:46])[cH:44][cH:45]4)[cH:37][cH:38]3)[cH:15][cH:16][cH:17]2)[cH:19][cH:20][cH:21]1. Starting materials: CCN1C(=O)NC(C)=NS1(=O)=O, ClP(Cl)(Cl)(Cl)Cl, O=P(Cl)(Cl)Cl. Yields the product CCN1C(Cl)=NC(C)=NS1(=O)=O. As a reaction SMILES: [CH2:1]([CH3:2])[N:3]1[S:4](=[O:11])(=[O:12])[N:5]=[C:6]([CH3:10])[NH:7][C:8]1=[O:9].[Cl:18][P:19]([Cl:20])([Cl:21])([Cl:22])[Cl:23].[P:13]([Cl:14])([Cl:15])([Cl:16])=[O:17]>>[CH2:1]([CH3:2])[N:3]1[S:4](=[O:11])(=[O:12])[N:5]=[C:6]([CH3:10])[N:7]=[C:8]1[Cl:15]. Starting materials: CCO, Cl, [Na+], [OH-], CCOC(=O)c1n[nH]c2c1C=CC(c1ccccc1)(c1ccccc1)C2. Yields the product O=C(O)c1n[nH]c2c1C=CC(c1ccccc1)(c1ccccc1)C2. RXN SMILES: [CH3:28][CH2:29][OH:30].[ClH:27].[Na+:32].[OH-:31].[c:1]1([C:7]2([c:21]3[cH:22][cH:23][cH:24][cH:25][cH:26]3)[CH:8]=[CH:9][c:10]3[c:11]([C:16](=[O:17])[O:18][CH2:19][CH3:20])[n:12][nH:13][c:14]3[CH2:15]2)[cH:2][cH:3][cH:4][cH:5][cH:6]1>>[c:1]1([C:7]2([c:21]3[cH:22][cH:23][cH:24][cH:25][cH:26]3)[CH:8]=[CH:9][c:10]3[c:11]([C:16](=[O:17])[OH:18])[n:12][nH:13][c:14]3[CH2:15]2)[cH:2][cH:3][cH:4][cH:5][cH:6]1. Product: CON=C1CCc2cc(-c3oc(C=O)cc3-c3ccncc3)ccc21. As a reaction SMILES: [Br:1][c:2]1[cH:3][c:4]([CH:19]=[O:20])[o:5][c:6]1-[c:7]1[cH:8][c:9]2[c:13]([cH:14][cH:15]1)[C:12](=[N:16][O:17][CH3:18])[CH2:11][CH2:10]2.[C:66]([O-:67])(=[O:68])[CH3:69].[C:71]([O-:72])(=[O:73])[CH3:74].[CH2:21]([Sn:22]([CH2:23][CH2:24][CH2:25][CH3:32])([c:26]1[cH:27][cH:28][n:29][cH:30][cH:31]1)[CH2:33][CH2:34][CH2:35][CH3:36])[CH2:37][CH2:38][CH3:39].[CH3:59][c:60]1[cH:61][cH:62][cH:63][cH:64][cH:65]1.[Pd+2:70].[c:40]1([P:41]([c:42]2[cH:43][cH:44][cH:45][cH:46][cH:47]2)[c:48]2[cH:49][cH:50][cH:51][cH:52][cH:53]2)[cH:54][cH:55][cH:56][cH:57][cH:58]1>>[c:2]1(-[c:26]2[cH:27][cH:28][n:29][cH:30][cH:31]2)[cH:3][c:4]([CH:19]=[O:20])[o:5][c:6]1-[c:7]1[cH:8][c:9]2[c:13]([cH:14][cH:15]1)[C:12](=[N:16][O:17][CH3:18])[CH2:11][CH2:10]2. Reactants: CON=C1CCc2cc(-c3oc(C=O)cc3Br)ccc21, CC(=O)[O-], CC(=O)[O-], CCCC[Sn](CCCC)(CCCC)c1ccncc1, Cc1ccccc1, [Pd+2], c1ccc(P(c2ccccc2)c2ccccc2)cc1. The reactants are O=C(O)c1cn(S(=O)(=O)c2ccccc2)c2c(OCc3ccccc3)cccc12, Cc1cc(C)c(C)c(C)c1C, O=C(O)C(F)(F)F. The product is O=C(O)c1cn(S(=O)(=O)c2ccccc2)c2c(O)cccc12. As a reaction SMILES: [CH2:1]([c:2]1[cH:3][cH:4][cH:5][cH:6][cH:7]1)[O:8][c:9]1[cH:10][cH:11][cH:12][c:13]2[c:14]([C:27](=[O:28])[OH:29])[cH:15][n:16]([S:18](=[O:19])(=[O:20])[c:21]3[cH:22][cH:23][cH:24][cH:25][cH:26]3)[c:17]12.[CH3:30][c:31]1[c:32]([CH3:33])[c:34]([CH3:35])[c:36]([CH3:37])[c:38]([CH3:39])[cH:40]1.[OH:41][C:42]([C:43]([F:44])([F:45])[F:46])=[O:47]>>[OH:8][c:9]1[cH:10][cH:11][cH:12][c:13]2[c:14]([C:27](=[O:28])[OH:29])[cH:15][n:16]([S:18](=[O:19])(=[O:20])[c:21]3[cH:22][cH:23][cH:24][cH:25][cH:26]3)[c:17]12. Starting materials: C(=CC1=CC=CC=C1)C1=CC=NC=C1 (4-styrylpyridine), BrCCC1OCCCO1 (2-(2-bromoethyl) 1,3-dioxane). Run in C(C)OC(C)=O (ethylacetate). Yields the product [Br-].O1C(OCCC1)CC[N+]1=CC=C(C=C1)C=CC1=CC=CC=C1 (N-[2-(1,3-dioxane-2-yl)ethyl]-4-styrylpyridinium bromide). Isolated yield 90.5%. As a reaction SMILES: [CH:1]([C:9]1[CH:14]=[CH:13][N:12]=[CH:11][CH:10]=1)=[CH:2][C:3]1[CH:8]=[CH:7][CH:6]=[CH:5][CH:4]=1.[Br:15][CH2:16][CH2:17][CH:18]1[O:23][CH2:22][CH2:21][CH2:20][O:19]1>C(OC(=O)C)C>[Br-:15].[O:19]1[CH2:20][CH2:21][CH2:22][O:23][CH:18]1[CH2:17][CH2:16][N+:12]1[CH:11]=[CH:10][C:9]([CH:1]=[CH:2][C:3]2[CH:8]=[CH:7][CH:6]=[CH:5][CH:4]=2)=[CH:14][CH:13]=1 |f:3.4|. Procedure details: 4-styrylpyridine (1.81 g) and 2-(2-bromoethyl) 1,3-dioxane (1.95 g) were stirred and refluxed in ethylacetate (15 ml) solution for 15 hours. After cooling of the reaction mixture creamy crystals were separated by filtration, washed with ethyl ether and dried to give 3.4 g of N-[2-(1,3-dioxane-2-yl)ethyl]-4-styrylpyridinium bromide. The reactants are CC(=O)OC(C)=O, CO, Nc1ccc(Cl)cc1O. Yields the product CC(=O)Nc1ccc(Cl)cc1O. Reaction SMILES: [CH3:10][C:11](=[O:12])[O:13][C:14](=[O:15])[CH3:16].[CH3:17][OH:18].[NH2:1][c:2]1[c:3]([OH:9])[cH:4][c:5]([Cl:8])[cH:6][cH:7]1>>[NH:1]([c:2]1[c:3]([OH:9])[cH:4][c:5]([Cl:8])[cH:6][cH:7]1)[C:11]([CH3:10])=[O:12]. Isolated yield 34.3%. The solvent is C(Cl)Cl (DCM). The product is ClC1=NC=CC(=N1)N(C1=CC=CC=C1)CCC1CCCCC1 (2-Chloro-4-(N-(2-cyclohexylethyl)anilino)pyrimidine). Reported procedure: 2-Chloro-4-anilinopyrimidine (Reference Example A-9, 700 mg, 3.4 mmol) was dissolved in DCM (70 ml), triphenyl phosphine (1.07 g, 4.1 mmol) and 2-cyclohexyl ethanol (0.57 ml, 4.1 mmol) were added followed by dropwise addition of DEAD (0.646 ml, 4.1 mmol). After 1 hour additional triphenyl phosphine (0.5 g, 2 mmol), 2-cyclohexyl ethanol (0.28 ml, 2 mmol) and DEAD (0.320 ml, 2 mmol) were added and the reaction mixture was stirred overnight at ambient temperature. The solvent was evaporated off and... Reaction SMILES: [Cl:1][C:2]1[N:7]=[C:6]([NH:8][C:9]2[CH:14]=[CH:13][CH:12]=[CH:11][CH:10]=2)[CH:5]=[CH:4][N:3]=1.C1(P(C2C=CC=CC=2)C2C=CC=CC=2)C=CC=CC=1.[CH:34]1([CH2:40][CH2:41]O)[CH2:39][CH2:38][CH2:37][CH2:36][CH2:35]1.CCOC(/N=N/C(OCC)=O)=O>C(Cl)Cl>[Cl:1][C:2]1[N:7]=[C:6]([N:8]([CH2:41][CH2:40][CH:34]2[CH2:39][CH2:38][CH2:37][CH2:36][CH2:35]2)[C:9]2[CH:14]=[CH:13][CH:12]=[CH:11][CH:10]=2)[CH:5]=[CH:4][N:3]=1. Run at time 8 hour. The reactants are ClC1=NC=CC(=N1)NC1=CC=CC=C1 (2-Chloro-4-anilinopyrimidine), CCOC(=O)/N=N/C(=O)OCC (DEAD), C1(=CC=CC=C1)P(C1=CC=CC=C1)C1=CC=CC=C1 (triphenyl phosphine), C1(CCCCC1)CCO (2-cyclohexyl ethanol), C1(=CC=CC=C1)P(C1=CC=CC=C1)C1=CC=CC=C1 (triphenyl phosphine), C1(CCCCC1)CCO (2-cyclohexyl ethanol), CCOC(=O)/N=N/C(=O)OCC (DEAD). Starting materials: C(C)(C)(C)NC(=S)NC=1C=NC=CC1 (N-tert-butyl-N'-3-pyridylthiourea), N#CN.[Pb] (lead cyanamide). Solvent: C(C)O (ethanol). Yields the product C(C)(C)(C)NC(=NC#N)NC=1C=NC=CC1 (N-tert-Butyl-N"-cyano-N'-3-pyridylguanidine). As a reaction SMILES: [C:1]([NH:5][C:6]([NH:8][C:9]1[CH:10]=[N:11][CH:12]=[CH:13][CH:14]=1)=S)([CH3:4])([CH3:3])[CH3:2].[N:15]#[C:16][NH2:17].[Pb]>C(O)C>[C:1]([NH:5][C:6]([NH:8][C:9]1[CH:10]=[N:11][CH:12]=[CH:13][CH:14]=1)=[N:17][C:16]#[N:15])([CH3:4])([CH3:3])[CH3:2] |f:1.2,^3:17|. Reported procedure: N-tert-butyl-N'-3-pyridylthiourea (2.1 g) and lead cyanamide (3.7 g) were refluxed in ethanol (20 ml) for 18 hours. The mixture was filtered, and the filtrate was evaporated in vacuo to afford the crude product. Recrystallization from aqueous acetone gave the desired compound. Melting point 205.0°-206.5° C.